From a dataset of the Open Reaction Database (ORD), a public repository of structured organic reaction records. describe an organic reaction: reactants, conditions, products, and yield The reactants are CSCC=1C=CC=C2C=CNC12 (7-[(Methylsulfanyl)methyl]-1H-indole), ClC1=CC(=C(C=C1)C(O)C1=C(C=C(C=C1)F)C)F ((4-Chloro-2-fluorophenyl)(4-fluoro-2-methylphenyl)methanol), FC1=CC=C(C=C1)C(C1=CNC2=C(C=CC=C12)CSC)C1=CC=C(C=C1)F (3-[Bis(4-fluorophenyl)methyl]-7-[(methylsulfanyl)methyl]-1H-indole). Product: ClC1=CC(=C(C=C1)C(C1=CNC2=C(C=CC=C12)CSC)C1=C(C=C(C=C1)F)C)F (3-[(4-Chloro-2-fluorophenyl)(4-fluoro-2-methylphenyl)methyl]-7-[(methylsulfanyl)methyl]-1H-indole). RXN SMILES: [CH3:1][S:2][CH2:3][C:4]1[CH:5]=[CH:6][CH:7]=[C:8]2[C:12]=1[NH:11][CH:10]=[CH:9]2.[Cl:13][C:14]1[CH:19]=[CH:18][C:17]([CH:20]([C:22]2[CH:27]=[CH:26][C:25]([F:28])=[CH:24][C:23]=2[CH3:29])O)=[C:16]([F:30])[CH:15]=1.FC1C=CC(C(C2C=CC(F)=CC=2)C2C3C(=C(CSC)C=CC=3)NC=2)=CC=1>>[Cl:13][C:14]1[CH:19]=[CH:18][C:17]([CH:20]([C:22]2[CH:27]=[CH:26][C:25]([F:28])=[CH:24][C:23]=2[CH3:29])[C:9]2[C:8]3[C:12](=[C:4]([CH2:3][S:2][CH3:1])[CH:5]=[CH:6][CH:7]=3)[NH:11][CH:10]=2)=[C:16]([F:30])[CH:15]=1. Procedure: The title compound was prepared starting from 750 mg (4.23 mmol) of the compound from Example 8A and 1.14 g (4.23 mmol) of the compound from Example 180A in analogy to the synthesis of the compound from Example 278. 554 mg (31% of theory) of the target compound were obtained. Starting materials: CC(C)C[Al+]CC(C)C, C=CCN1NC(C)=C2N=C(c3ccccc3Cl)c3cc(OC)c(OC)cc3N=C21, [H-], COc1cc(N)c(C(=O)c2ccccc2Cl)cc1OC, C=CCn1nc(C)c(N)c1Cl. Product: COc1cc2c(cc1OC)C(c1ccccc1Cl)=NC1=C(C)NNC1=N2. As a reaction SMILES: [CH2:62]([Al+:63][CH2:64][CH:65]([CH3:66])[CH3:67])[CH:68]([CH3:69])[CH3:70].[Cl:32][c:33]1[c:34]([C:39]2=[N:40][C:41]3=[C:56]([CH3:57])[NH:55][N:54]([CH2:58][CH:59]=[CH2:60])[C:42]3=[N:43][c:44]3[c:45]2[cH:46][c:47]([O:52][CH3:53])[c:48]([O:50][CH3:51])[cH:49]3)[cH:35][cH:36][cH:37][cH:38]1.[H-:61].[NH2:1][c:2]1[cH:3][c:4]([O:5][CH3:6])[c:7]([O:8][CH3:9])[cH:10][c:11]1[C:12]([c:13]1[cH:14][cH:15][cH:16][cH:17][c:18]1[Cl:19])=[O:20].[NH2:21][c:22]1[c:23]([CH3:24])[n:25][n:26]([CH2:27][CH:28]=[CH2:29])[c:30]1[Cl:31]>>[Cl:32][c:33]1[c:34]([C:39]2=[N:40][C:41]3=[C:56]([CH3:57])[NH:55][NH:54][C:42]3=[N:43][c:44]3[c:45]2[cH:46][c:47]([O:52][CH3:53])[c:48]([O:50][CH3:51])[cH:49]3)[cH:35][cH:36][cH:37][cH:38]1. RXN SMILES: Cl[C:2]([O:4][CH2:5][CH3:6])=[O:3].[NH2:7][C:8]1[CH:16]=[C:15]([Br:17])[CH:14]=[CH:13][C:9]=1[C:10]([OH:12])=[O:11]>C1COCC1.C1(C)C=CC=CC=1>[Br:17][C:15]1[CH:14]=[CH:13][C:9]([C:10]([OH:12])=[O:11])=[C:8]([NH:7][C:2]([O:4][CH2:5][CH3:6])=[O:3])[CH:16]=1. Solvent: C1CCOC1 (THF), C1(=CC=CC=C1)C (toluene). Conditions: temperature 70 celsius, time 24 hour. The reactants are ClC(=O)OCC (Ethyl chloroformate), NC1=C(C(=O)O)C=CC(=C1)Br (2-amino-4-bromobenzoic acid). Procedure details: Ethyl chloroformate (5.00 ml, 52.1 mmol) was added to a solution of 2-amino-4-bromobenzoic acid (3.75 g, 17.36 mmol) in THF (70 ml) at room temperature. The mixture was heated to 70° C. and let stir for 24 hrs. The reaction was concentrated to give an oily solid. The resulting solid was diluted with toluene (50 mL), concentrated and then triturated with 5% ether/hexanes (100 mL) to give upon filtration and subsequent washing of the solid with hexane the title compound (4.6 gm, 92%) as a solid. L... Yields the product BrC1=CC(=C(C(=O)O)C=C1)NC(=O)OCC (4-Bromo-2-[(ethoxycarbonyl)amino]benzoic acid). As a reaction SMILES: [OH:1][CH2:2][CH2:3][CH2:4][CH2:5][CH2:6][CH2:7][CH2:8][CH2:9][CH2:10][CH2:11][CH2:12][CH2:13][O:14][C:15]1[CH:22]=[CH:21][C:18]([CH:19]=[O:20])=[CH:17][CH:16]=1.O.[C:24](OC(=O)C)(=[O:26])[CH3:25]>>[CH:19]([C:18]1[CH:17]=[CH:16][C:15]([O:14][CH2:13][CH2:12][CH2:11][CH2:10][CH2:9][CH2:8][CH2:7][CH2:6][CH2:5][CH2:4][CH2:3][CH2:2][O:1][C:24](=[O:26])[CH3:25])=[CH:22][CH:21]=1)=[O:20]. Procedure details: 4-(12-Hydroxyl-dodecyloxy)-benzaldehyde (1.1 g, 3.6 mmol, see Example 2 above) was heated at reflux in acetic anhydride (15 ml) for 90 minutes. After cooling, the solution was poured into water with stirring. The title compound formed as a precipitate which was collected by filtration, washed with water and dried. The reactants are OCCCCCCCCCCCCOC1=CC=C(C=O)C=C1 (4-(12-Hydroxy-dodecyloxy)-benzaldehyde), O (water), C(C)(=O)OC(C)=O (acetic anhydride). Product: C(=O)C1=CC=C(OCCCCCCCCCCCCOC(C)=O)C=C1 (Acetic Acid 12-(4-Formyl-phenoxy)-dodecyl Ester).